Dataset: the Open Reaction Database (ORD), a public repository of structured organic reaction records. Task: describe an organic reaction: reactants, conditions, products, and yield Starting materials: ClC1=C(C=C(C(=O)O)C=C1)C1=NC=C(C=C1Cl)Cl (4-chloro-3-(3,5-dichloro-pyridin-2-yl)-benzoic acid), C(C(=O)Cl)(=O)Cl (oxalyl chloride). Reagents/catalysts: CN(C)C=O (DMF). The solvent is C(Cl)Cl (DCM). Run at time 2.5 hour. Product: ClC1=C(C=C(C(=O)Cl)C=C1)C1=NC=C(C=C1Cl)Cl (4-chloro-3-(3,5-dichloro-pyridin-2-yl)benzoyl chloride). RXN SMILES: [Cl:1][C:2]1[CH:10]=[CH:9][C:5]([C:6](O)=[O:7])=[CH:4][C:3]=1[C:11]1[C:16]([Cl:17])=[CH:15][C:14]([Cl:18])=[CH:13][N:12]=1.C(Cl)(=O)C([Cl:22])=O>C(Cl)Cl.CN(C=O)C>[Cl:1][C:2]1[CH:10]=[CH:9][C:5]([C:6]([Cl:22])=[O:7])=[CH:4][C:3]=1[C:11]1[C:16]([Cl:17])=[CH:15][C:14]([Cl:18])=[CH:13][N:12]=1. Procedure details: To 4-chloro-3-(3,5-dichloro-pyridin-2-yl)-benzoic acid (60 mg, 0.2 mmol) in dry DCM (0.6 mL) was added DMF (1 drop) followed by slow addition of oxalyl chloride (30 μL, 0.34 mmol). The mixture was stirred for 2.5 hrs, then concentrated to yield the corresponding 4-chloro-3-(3,5-dichloro-pyridin-2-yl)benzoyl chloride which was dissolved in DCM (1 mL). Cyclopropyl-(2-methoxy-phenyl)-amine (55 mg, 0.34 mmol), followed by diisopropylethylamine (71 μL, 0.4 mmol) were added slowly. The mixture was sti... Yields the product O=C(Oc1ccccc1)Oc1ccccc1. Starting materials: O=C(Cl)Oc1ccccc1, O=[Ti]=O, Oc1ccccc1. RXN SMILES: [Cl:8][C:9](=[O:10])[O:11][c:12]1[cH:13][cH:14][cH:15][cH:16][cH:17]1.[O:18]=[Ti:19]=[O:20].[OH:1][c:2]1[cH:3][cH:4][cH:5][cH:6][cH:7]1>>[O:1]([c:2]1[cH:3][cH:4][cH:5][cH:6][cH:7]1)[C:9](=[O:10])[O:11][c:12]1[cH:13][cH:14][cH:15][cH:16][cH:17]1.